From a dataset of the Open Reaction Database (ORD), a public repository of structured organic reaction records. describe an organic reaction: reactants, conditions, products, and yield Reactants: CC(C)c1ccc2c(Nc3cccc(C(=O)Nc4ccc(Sc5ccc(NC(=O)OC(C)(C)C)cc5)c(Nc5ncnc6nc(C(C)C)ccc56)c4)c3)ncnc2n1, Cl, C1COCCO1. Yields the product CC(C)c1ccc2c(Nc3cccc(C(=O)Nc4ccc(Sc5ccc(N)cc5)c(Nc5ncnc6nc(C(C)C)ccc56)c4)c3)ncnc2n1. Reaction SMILES: [CH:1]([CH3:2])([CH3:3])[c:4]1[cH:5][cH:6][c:7]2[c:8]([n:9][cH:10][n:11][c:12]2[NH:13][c:14]2[c:15]([S:43][c:44]3[cH:45][cH:46][c:47]([NH:50][C:51](=[O:52])[O:53][C:54]([CH3:55])([CH3:56])[CH3:57])[cH:48][cH:49]3)[cH:16][cH:17][c:18]([NH:20][C:21]([c:22]3[cH:23][c:24]([NH:28][c:29]4[c:30]5[c:31]([n:32][cH:33][n:34]4)[n:35][c:36]([CH:39]([CH3:40])[CH3:41])[cH:37][cH:38]5)[cH:25][cH:26][cH:27]3)=[O:42])[cH:19]2)[n:58]1.[ClH:59].[O:60]1[CH2:61][CH2:62][O:63][CH2:64][CH2:65]1>>[CH:1]([CH3:2])([CH3:3])[c:4]1[cH:5][cH:6][c:7]2[c:8]([n:9][cH:10][n:11][c:12]2[NH:13][c:14]2[c:15]([S:43][c:44]3[cH:45][cH:46][c:47]([NH2:50])[cH:48][cH:49]3)[cH:16][cH:17][c:18]([NH:20][C:21]([c:22]3[cH:23][c:24]([NH:28][c:29]4[c:30]5[c:31]([n:32][cH:33][n:34]4)[n:35][c:36]([CH:39]([CH3:40])[CH3:41])[cH:37][cH:38]5)[cH:25][cH:26][cH:27]3)=[O:42])[cH:19]2)[n:58]1. Starting materials: CO.C(Cl)Cl (methanol methylene chloride), C(C1=CC=CC=C1)OCC1SCC(OC1)N1C(=O)N=C(N)C=C1 (1-(5-benzyloxymethyl-1,4-oxathian-2-yl)cytosine), B(Cl)(Cl)Cl (boron trichloride), resultant mixture, C([O-])(O)=O.[Na+] (sodium bicarbonate). The solvent is C(Cl)Cl (methylene chloride). Conditions: temperature -78 celsius. Yields the product OCS1CC(OCC1)N1C(=O)N=C(N)C=C1 (1-(S-hydroxymethyl-1,4-oxathian-2-yl)cytosine). Reaction SMILES: C(OC[CH:10]1[CH2:15][O:14][CH:13]([N:16]2[CH:23]=[CH:22][C:20]([NH2:21])=[N:19][C:17]2=[O:18])[CH2:12][S:11]1)C1C=CC=CC=1.B(Cl)(Cl)Cl.CO.C(Cl)Cl.[C:33](=O)(O)[O-:34].[Na+]>C(Cl)Cl>[OH:34][CH2:33][SH:11]1[CH2:10][CH2:15][O:14][CH:13]([N:16]2[CH:23]=[CH:22][C:20]([NH2:21])=[N:19][C:17]2=[O:18])[CH2:12]1 |f:2.3,4.5|. Procedure: 1-(5-benzyloxymethyl-1,4-oxathian-2-yl)cytosine (0.12 g) was dissolved in methylene chloride (10 ml), and the solution was cooled to -78° C. To the solution, 1M boron trichloride solution (3.7 ml) was added dropwise, and the resultant mixture was stirred at the same temperature for 4 hours. Mixed solvent of methanol-methylene chloride (1/1, 8 ml) was added thereto, and sodium bicarbonate was added to neutralize the reaction mixture. Upon raising the temperature of the reaction mixture to room te...